Dataset: the Open Reaction Database (ORD), a public repository of structured organic reaction records. Task: describe an organic reaction: reactants, conditions, products, and yield The reactants are FC1=C(OC2=C3C(=NC=C2)C=C(S3)C=3N(C(=CN3)CNCCCC(=O)OC(C)(C)C)C)C=CC(=C1)[N+](=O)[O-] (tert-butyl 4-((2-(7-(2-fluoro-4-nitrophenoxy)thieno[3,2-b]pyridin-2-yl)-1-methyl-1H-imidazol-5-yl)methylamino)butanoate), Cl (HCl). The solvent is C(Cl)Cl (DCM). Reaction conditions: time 4 hour. The product is FC1=C(OC2=C3C(=NC=C2)C=C(S3)C=3N(C(=CN3)CNCCCC(=O)O)C)C=CC(=C1)[N+](=O)[O-] (4-((2-(7-(2-fluoro-4-nitrophenoxy)thieno[3,2-b]pyridin-2-yl)-methyl-1H-imidazol-5-yl)methylamino)butanoic acid). Isolated yield 100.1%. RXN SMILES: [F:1][C:2]1[CH:35]=[C:34]([N+:36]([O-:38])=[O:37])[CH:33]=[CH:32][C:3]=1[O:4][C:5]1[CH:10]=[CH:9][N:8]=[C:7]2[CH:11]=[C:12]([C:14]3[N:15]([CH3:31])[C:16]([CH2:19][NH:20][CH2:21][CH2:22][CH2:23][C:24]([O:26]C(C)(C)C)=[O:25])=[CH:17][N:18]=3)[S:13][C:6]=12.Cl>C(Cl)Cl>[F:1][C:2]1[CH:35]=[C:34]([N+:36]([O-:38])=[O:37])[CH:33]=[CH:32][C:3]=1[O:4][C:5]1[CH:10]=[CH:9][N:8]=[C:7]2[CH:11]=[C:12]([C:14]3[N:15]([CH3:31])[C:16]([CH2:19][NH:20][CH2:21][CH2:22][CH2:23][C:24]([OH:26])=[O:25])=[CH:17][N:18]=3)[S:13][C:6]=12. Procedure: To a solution of 132 (272 mg, 0.502 mmol) in DCM (10 mL) was added HCl (4 M in Et2O) (0.502 mg, 2.009 mmol) and the reaction mixture was stirred at RT for 4 hours. The reaction mixture was then concentrated to afford title compound 133 as a yellow solid (244 mg, 100% yield, crude) that was used in the next step with no additional purification. MS (m/z)=486.1 (M+H). Reactants: FC1=CC=C(CN(C2=NC=CC=C2)CCN(CCN)C)C=C1 (N-[2-[N-(4-fluorobenzyl)-N-(2-pyridyl)amino]ethyl]-N-methyl-1,2-ethanediamine), C(#N)NC(OC1=CC=CC=C1)=NCCCOC1=CC(=CC=C1)CN1CCCCC1 (N-cyano-O-phenyl-N'-[3-[3-(piperidinomethyl)phenoxy]propyl]isourea). Procedure details: Preparation is effected analogously to Example 1, using 0.30 g (1.0 mmol) of N-[2-[N-(4-fluorobenzyl)-N-(2-pyridyl)amino]ethyl]-N-methyl-1,2-ethanediamine and the equimolar amount of N-cyano-O-phenyl-N'-[3-[3-(piperidinomethyl)phenoxy]propyl]isourea as starting materials. Working up by chromatography analogously to Example 1 yields the purified title compound in the form of a viscous oil; MS (+FAB method): m/z (rel. int. [%])=601 ([M+H]+, 7), 76 (100); IR (KBr): 2169 cm-1 (C≡N). For further anal... As a reaction SMILES: [F:1][C:2]1[CH:22]=[CH:21][C:5]([CH2:6][N:7]([CH2:14][CH2:15][N:16]([CH3:20])[CH2:17][CH2:18][NH2:19])[C:8]2[CH:13]=[CH:12][CH:11]=[CH:10][N:9]=2)=[CH:4][CH:3]=1.[C:23]([NH:25][C:26](=[N:34][CH2:35][CH2:36][CH2:37][O:38][C:39]1[CH:44]=[CH:43][CH:42]=[C:41]([CH2:45][N:46]2[CH2:51][CH2:50][CH2:49][CH2:48][CH2:47]2)[CH:40]=1)OC1C=CC=CC=1)#[N:24]>>[C:23]([NH:25][C:26]([NH:19][CH2:18][CH2:17][N:16]([CH2:15][CH2:14][N:7]([CH2:6][C:5]1[CH:21]=[CH:22][C:2]([F:1])=[CH:3][CH:4]=1)[C:8]1[CH:13]=[CH:12][CH:11]=[CH:10][N:9]=1)[CH3:20])=[N:34][CH2:35][CH2:36][CH2:37][O:38][C:39]1[CH:44]=[CH:43][CH:42]=[C:41]([CH2:45][N:46]2[CH2:47][CH2:48][CH2:49][CH2:50][CH2:51]2)[CH:40]=1)#[N:24]. Product: C(#N)NC(=NCCCOC1=CC(=CC=C1)CN1CCCCC1)NCCN(C)CCN(C1=NC=CC=C1)CC1=CC=C(C=C1)F (N-cyano-N'-[2-[N-[2-[N-(4-fluorobenzyl)-N-(2-pyridyl)amino]ethyl]-N-methylamino]ethyl]-N"-[3-[3-(piperidinomethyl)phenoxy]propyl]guanidine). The reactants are COC([C@@H](C)O)=O ((R)-2-hydroxy-propionic acid methyl ester), O1CCCC=C1 (3,4-dihydro-2H-pyran), C12(C(=O)CC(CC1)C2(C)C)CS(=O)(=O)O (camphorsulfonic acid). Run in C(Cl)Cl (DCM). Conditions: time 2 hour. Product: COC([C@@H](C)OC1OCCCC1)=O ((R)-2-(tetrahydro-pyran-2-yloxy)-propionic acid methyl ester). As a reaction SMILES: [CH3:1][O:2][C:3](=[O:7])[C@H:4]([OH:6])[CH3:5].[O:8]1[CH:13]=[CH:12][CH2:11][CH2:10][CH2:9]1.C12(CS(O)(=O)=O)C(C)(C)C(CC1)CC2=O>C(Cl)Cl>[CH3:1][O:2][C:3](=[O:7])[C@H:4]([O:6][CH:9]1[CH2:10][CH2:11][CH2:12][CH2:13][O:8]1)[CH3:5]. Reported procedure: To a stirred solution of (R)-2-hydroxy-propionic acid methyl ester (10 g) and 3,4-dihydro-2H-pyran (15 mL) in DCM (400 mL) was added camphorsulfonic acid (50 mg) (exothermic reaction). The reaction mixture was stirred at ambient temperature for 2 hours, and washed with saturated bicarbonate solution (20 mL). The organic layer was dried, filtered and concentrated to obtain crude (R)-2-(tetrahydro-pyran-2-yloxy)-propionic acid methyl ester, which was used as is in the next step. To a stirred suspe... Reactants: O[C@H](CN1C=C2N(C(N(C(C2=C1C=1C=C(C=CC1)C)=O)C)=O)C)C ((S)-6-(2-hydroxypropyl)-1,3-dimethyl-5-m-tolyl-1H-pyrrolo[3,4-d]pyrimidine-2,4(3H,6H)-dione), ClC1=CC=C(O1)C=O (5-chlorofuran-2-carbaldehyde). The product is ClC1=CC=C(O1)[C@H]1O[C@H](CN2C1=C1C(=C2C=2C=C(C=CC2)C)C(N(C(N1C)=O)C)=O)C ((8S,10S)-10-(5-chlorofuran-2-yl)-1,3,8-trimethyl-5-(m-tolyl)-7,8-dihydro-1H-pyrimido[4′,5′:3,4]pyrrolo[2,1-c][1,4]oxazine-2,4(3H,10H)-dione). As a reaction SMILES: [OH:1][C@@H:2]([CH3:24])[CH2:3][N:4]1[C:12]([C:13]2[CH:14]=[C:15]([CH3:19])[CH:16]=[CH:17][CH:18]=2)=[C:11]2[C:6]([N:7]([CH3:23])[C:8](=[O:22])[N:9]([CH3:21])[C:10]2=[O:20])=[CH:5]1.[Cl:25][C:26]1[O:30][C:29]([CH:31]=O)=[CH:28][CH:27]=1>>[Cl:25][C:26]1[O:30][C:29]([C@@H:31]2[C:5]3=[C:6]4[N:7]([CH3:23])[C:8](=[O:22])[N:9]([CH3:21])[C:10](=[O:20])[C:11]4=[C:12]([C:13]4[CH:14]=[C:15]([CH3:19])[CH:16]=[CH:17][CH:18]=4)[N:4]3[CH2:3][C@H:2]([CH3:24])[O:1]2)=[CH:28][CH:27]=1. Procedure: The title compound was prepared from (S)-6-(2-hydroxypropyl)-1,3-dimethyl-5-m-tolyl-1H-pyrrolo[3,4-d]pyrimidine-2,4(3H,6H)-dione and 5-chlorofuran-2-carbaldehyde by an analogous method to Example 12. Purification was carried out by chromatography on silica eluting with 0-55% EtOAc in iso-hexane; Reactants: 9, C(C(=O)O)(=O)O (oxalic acid), C(C1=CC=CC=C1)OC(=O)N[C@@H](C(C)C)C(=O)N[C@@H](C)C(=O)OC (methyl benzyloxycarbonyl-L-valyl-L-alaninate). Reagents/catalysts: [Pd] (Pd/C). The solvent is CO (methanol). Product: C(C(=O)O)(=O)O.N[C@@H](C(C)C)C(=O)N[C@@H](C)C(=O)OC (Methyl L-valyl-L-alaninate Hydrogen Oxalate). RXN SMILES: C(OC([NH:11][C@H:12]([C:16]([NH:18][C@H:19]([C:21]([O:23][CH3:24])=[O:22])[CH3:20])=[O:17])[CH:13]([CH3:15])[CH3:14])=O)C1C=CC=CC=1.[C:25]([OH:30])(=[O:29])[C:26]([OH:28])=[O:27]>CO.[Pd]>[C:25]([OH:30])(=[O:29])[C:26]([OH:28])=[O:27].[NH2:11][C@H:12]([C:16]([NH:18][C@H:19]([C:21]([O:23][CH3:24])=[O:22])[CH3:20])=[O:17])[CH:13]([CH3:15])[CH3:14] |f:4.5|. Procedure: 2.69 g (8.0 mmol) of methyl benzyloxycarbonyl-L-valyl-L-alaninate [E. Klieger and E. Schr{overscore (o)}der: Ann. Chem. 661, 193 (1963)] are dissolved in 25 ml of methanol, 0.72 9 (8.0 mmol) of anhydrous oxalic acid and 0.1 g of Pd/C catalyst are added, then the mixture is submitted to hydrogenation at about 20° C. The catalyst is filtered off and the filtrate is evaporated at a pressure of 2.0-2.5 kPa. The crystalline residue is rubbed with diethyl ether, filtered, washed with diethyl ether and... Reactants: C(C)(=O)OCC (ethyl acetate), [OH-].[Na+] (sodium hydroxide), BrCC(C(=O)NC1=CC=CC=C1)CBr (3-Bromo-2-bromomethyl-N-phenylpropionamide). Reagents/catalysts: [Cl-].C(C1=CC=CC=C1)[N+](CC)(CC)CC (Benzyltriethylammonium chloride). The solvent is O (water), ClCCl (dichloromethane). Conditions: time 7 hour. Product: C=C1C(N(C1)C1=CC=CC=C1)=O (Methylene-1-Phenyl-Azetidine-2-One). Isolated yield 104.3%. Reaction SMILES: Br[CH2:2][CH:3]([CH2:13]Br)[C:4]([NH:6][C:7]1[CH:12]=[CH:11][CH:10]=[CH:9][CH:8]=1)=[O:5].[OH-].[Na+].C(OCC)(=O)C>ClCCl.O.[Cl-].C([N+](CC)(CC)CC)C1C=CC=CC=1>[CH2:2]=[C:3]1[CH2:13][N:6]([C:7]2[CH:12]=[CH:11][CH:10]=[CH:9][CH:8]=2)[C:4]1=[O:5] |f:1.2,6.7|. Procedure: 16.05 g (50 mmol) 3-Bromo-2-bromomethyl-N-phenylpropionamide were dissolved in 250 ml dichloromethane and added to a solution of 30 g sodium hydroxide in 30 ml water. 1.6 g Benzyltriethylammonium chloride were added and the mixture was vigorously stirred for 7 hours. The suspension was then poured on 200 ml ethyl acetate, and the organic phases were separated, washed twice with 150 ml water and dried over magnesium sulfate. Evaporation of the solvent yielded 8.3 g of an oil which was purified by...